Task: describe an organic reaction: reactants, conditions, products, and yield. Dataset: the Open Reaction Database (ORD), a public repository of structured organic reaction records The reactants are Cc1cn2c3ccc(Br)cc3c3cc(O)cc(c1=O)c32, O=C([O-])[O-], CS(C)=O, OCCCCCl, [K+], [K+], O. Product: Cc1cn2c3ccc(Br)cc3c3cc(OCCCCO)cc(c1=O)c32. Reaction SMILES: [Br:1][c:2]1[cH:3][cH:4][c:5]2[n:6]3[c:7]4[c:8]([cH:9][c:10]([OH:15])[cH:11][c:12]4[c:13]2[cH:14]1)[c:16](=[O:20])[c:17]([CH3:19])[cH:18]3.[C:21](=[O:22])([O-:23])[O-:24].[CH3:34][S:35](=[O:36])[CH3:37].[Cl:27][CH2:28][CH2:29][CH2:30][CH2:31][OH:32].[K+:25].[K+:26].[OH2:33]>>[Br:1][c:2]1[cH:3][cH:4][c:5]2[n:6]3[c:7]4[c:8]([cH:9][c:10]([O:15][CH2:28][CH2:29][CH2:30][CH2:31][OH:32])[cH:11][c:12]4[c:13]2[cH:14]1)[c:16](=[O:20])[c:17]([CH3:19])[cH:18]3.